This data is from the Open Reaction Database (ORD), a public repository of structured organic reaction records. The task is: describe an organic reaction: reactants, conditions, products, and yield Starting materials: [H-].[Na+] (sodium hydride), OC=1C=C(C=CC1)CC(CN1CC(OC(C1)C)C)C (4-[3-(3-hydroxyphenyl)-2-methylpropyl]-2,6-dimethylmorpholine), resultant mixture, IC1=CC=C(C=C1)[N+](=O)[O-] (p-iodonitrobenzene), cuprous chloride, O (water). Run in CN(C=O)C (Dimethylformamide), CN(C=O)C (dimethylformamide). Conditions: time 30 minute. Yields the product [N+](=O)([O-])C1=CC=C(OC=2C=C(C=CC2)CC(CN2CC(OC(C2)C)C)C)C=C1 (4-[3-(3-(4-nitrophenoxy)phenyl)-2-methylpropyl]-2,6-dimethylmorpholine). The yield is 38.5%. RXN SMILES: [H-].[Na+].[OH:3][C:4]1[CH:5]=[C:6]([CH2:10][CH:11]([CH3:21])[CH2:12][N:13]2[CH2:18][CH:17]([CH3:19])[O:16][CH:15]([CH3:20])[CH2:14]2)[CH:7]=[CH:8][CH:9]=1.I[C:23]1[CH:28]=[CH:27][C:26]([N+:29]([O-:31])=[O:30])=[CH:25][CH:24]=1.O>CN(C)C=O>[N+:29]([C:26]1[CH:27]=[CH:28][C:23]([O:3][C:4]2[CH:5]=[C:6]([CH2:10][CH:11]([CH3:21])[CH2:12][N:13]3[CH2:14][CH:15]([CH3:20])[O:16][CH:17]([CH3:19])[CH2:18]3)[CH:7]=[CH:8][CH:9]=2)=[CH:24][CH:25]=1)([O-:31])=[O:30] |f:0.1|. Reported procedure: Dimethylformamide (5 ml) was added to 60% sodium hydride (0.12 g) under nitrogen stream, and a solution of 4-[3-(3-hydroxyphenyl)-2-methylpropyl]-2,6-dimethylmorpholine (0.48 g) in dimethylformamide (5 ml) was added thereto in 30 minutes, followed by stirring at room temperature for 2 hours. To the reaction mixture, p-iodonitrobenzene (0.97 g) and cuprous chloride (0.1 g) were added, and the resultant mixture was heated under reflux for 10 hours. Then, water (100 ml) was added to the reaction mi...